Dataset: the Open Reaction Database (ORD), a public repository of structured organic reaction records. Task: describe an organic reaction: reactants, conditions, products, and yield The reactants are C(C1=CC=CC=C1)NCC(C1OC(OC1)(C)C)C1=CC(=C(C=C1)Cl)Cl ((2RS)—N-benzyl-2-(3,4-dichlorophenyl)-2-[(4RS)-2,2-dimethyl-1,3-dioxolan-4-yl]ethanamine), Cl (hydrochloric acid), C(O)([O-])=O.[Na+] (sodium hydrogen carbonate). Solvent: C1CCOC1 (THF). Conditions: temperature 50 celsius, time 3 hour. Product: C(C1=CC=CC=C1)NCC(C(CO)O)C1=CC(=C(C=C1)Cl)Cl ((2RS,3RS)-4-(benzylamino)-3-(3,4-dichlorophenyl)butane-1,2-diol). Isolated yield 105.4%. RXN SMILES: [CH2:1]([NH:8][CH2:9][CH:10]([C:18]1[CH:23]=[CH:22][C:21]([Cl:24])=[C:20]([Cl:25])[CH:19]=1)[CH:11]1[CH2:15][O:14]C(C)(C)[O:12]1)[C:2]1[CH:7]=[CH:6][CH:5]=[CH:4][CH:3]=1.Cl.C(=O)([O-])O.[Na+]>C1COCC1>[CH2:1]([NH:8][CH2:9][CH:10]([C:18]1[CH:23]=[CH:22][C:21]([Cl:24])=[C:20]([Cl:25])[CH:19]=1)[CH:11]([OH:12])[CH2:15][OH:14])[C:2]1[CH:3]=[CH:4][CH:5]=[CH:6][CH:7]=1 |f:2.3|. Procedure: To a solution of (2RS)—N-benzyl-2-(3,4-dichlorophenyl)-2-[(4RS)-2,2-dimethyl-1,3-dioxolan-4-yl]ethanamine (7.95 g) in THF (32 mL) was added 1.0 N hydrochloric acid (31.4 ml) at room temperature, and the mixture was stirred under nitrogen purging at 50° C. for 3 hr. Saturated aqueous sodium hydrogen carbonate solution was added, and the mixture was extracted twice with ethyl acetate. The organic layer was washed with brine, and dried over anhydrous sodium sulfate, and the solvent was evaporated t... Reactants: C(C1=CC=CC=C1)N1CCC(CC1)N1C=NC2=CC=CC=C2C1=O (3-(1-Benzyl-piperidin-4-yl)-3-H-quinazolin-4-one), C(=O)[O-].[NH4+] (ammonium formate). The reagents and catalysts are [Pd] (palladium on carbon). The solvent is CO (MeOH). Yields the product N1CCC(CC1)N1C=NC2=CC=CC=C2C1=O (3-(Piperidin-4-yl)-3-H-quinazolin-4-one). Isolated yield 82.2%. As a reaction SMILES: C([N:8]1[CH2:13][CH2:12][CH:11]([N:14]2[C:23](=[O:24])[C:22]3[C:17](=[CH:18][CH:19]=[CH:20][CH:21]=3)[N:16]=[CH:15]2)[CH2:10][CH2:9]1)C1C=CC=CC=1.C([O-])=O.[NH4+]>CO.[Pd]>[NH:8]1[CH2:9][CH2:10][CH:11]([N:14]2[C:23](=[O:24])[C:22]3[C:17](=[CH:18][CH:19]=[CH:20][CH:21]=3)[N:16]=[CH:15]2)[CH2:12][CH2:13]1 |f:1.2|. Procedure: To a solution of 100 mg of 3-(1-benzyl-piperidin-4-yl)-3-H-quinazolin-4-one (from Step B) in 6 mL of MeOH was added 100 mg of ammonium formate followed by 100 mg of 10% palladium on carbon. After refluxing for 5 hours, the mixture was filtered through celite. Concentration under reduced pressure afforded 59 mg of the title compound as a foamy solid. Starting materials: O1CCCC1 (tetrahydrofuran), Cl (hydrochloric acid), C(C)(=O)NC=1SC(=CN1)SC=1C=NC=CC1 (2-acetylamino-5-(3-pyridylthio)thiazole). The solvent is C(C)O (ethanol). Yields the product NC=1SC(=CN1)SC=1C=NC=CC1 (2-amino-5-(3-pyridylthio)thiazole). The yield is 79.1%. RXN SMILES: C([NH:4][C:5]1[S:6][C:7]([S:10][C:11]2[CH:12]=[N:13][CH:14]=[CH:15][CH:16]=2)=[CH:8][N:9]=1)(=O)C.O1CCCC1.Cl>C(O)C>[NH2:4][C:5]1[S:6][C:7]([S:10][C:11]2[CH:12]=[N:13][CH:14]=[CH:15][CH:16]=2)=[CH:8][N:9]=1. Procedure: A mixture of 2-acetylamino-5-(3-pyridylthio)thiazole (8.5 g) in a mixture of ethanol (160 ml), tetrahydrofuran (50 ml) and aqueous 6N hydrochloric acid (100 ml) was refluxed for 4 hours with stirring. The reaction mixture was concentrated under reduced pressure and the residue was dissolved in water. The solution was adjusted to pH 8.5 using aqueous sodium bicarbonate and the precipitates were collected by filtration, washed with water and dried in vacuo to give 2-amino-5-(3-pyridylthio)thiazole... The reactants are N1(CCCC1)C1=CC2=C(CN(CCO2)C(=O)OC(C)(C)C)C=C1 (tert-butyl 8-(pyrrolidin-1-yl)-2,3-dihydro-1,4-benzoxazepine-4(5H)-carboxylate), C(C)(=O)OCC.Cl (hydrogen chloride-ethyl acetate). Product: Cl.Cl.N1(CCCC1)C1=CC2=C(CNCCO2)C=C1 (8-(pyrrolidin-1-yl)-2,3,4,5-tetrahydro-1,4-benzoxazepine dihydrochloride). Isolated yield 73.3%. RXN SMILES: [N:1]1([C:6]2[CH:23]=[CH:22][C:9]3[CH2:10][N:11](C(OC(C)(C)C)=O)[CH2:12][CH2:13][O:14][C:8]=3[CH:7]=2)[CH2:5][CH2:4][CH2:3][CH2:2]1.C(OCC)(=O)C.[ClH:30]>>[ClH:30].[ClH:30].[N:1]1([C:6]2[CH:23]=[CH:22][C:9]3[CH2:10][NH:11][CH2:12][CH2:13][O:14][C:8]=3[CH:7]=2)[CH2:5][CH2:4][CH2:3][CH2:2]1 |f:1.2,3.4.5|. Reported procedure: A solution of tert-butyl 8-(pyrrolidin-1-yl)-2,3-dihydro-1,4-benzoxazepine-4(5H)-carboxylate (110 mg, 0.345 mmol) in 4N hydrogen chloride-ethyl acetate (2 ml) was stirred for 1 hr at room temperature, and the solvent was evaporated under reduced pressure. The residue was recrystallized from a mixed solvent of methanol and ether to give the desired product (74.0 mg, 73.3%) as a solid.